This data is from the Open Reaction Database (ORD), a public repository of structured organic reaction records. The task is: describe an organic reaction: reactants, conditions, products, and yield The reactants are O=C1CCC(=O)N1Br, ClC(Cl)Cl, CC(C)(C#N)N=NC(C)(C)C#N, Cc1ccccc1-c1csnn1. Product: BrCc1ccccc1-c1csnn1. Reaction SMILES: [Br:13][N:14]1[C:15](=[O:16])[CH2:17][CH2:18][C:19]1=[O:20].[CH:33]([Cl:34])([Cl:35])[Cl:36].[N:21]([C:22]([CH3:23])([CH3:24])[C:25]#[N:26])=[N:27][C:28]([CH3:29])([CH3:30])[C:31]#[N:32].[c:1]1([CH3:12])[c:2](-[c:7]2[n:8][n:9][s:10][cH:11]2)[cH:3][cH:4][cH:5][cH:6]1>>[c:1]1([CH2:12][Br:13])[c:2](-[c:7]2[n:8][n:9][s:10][cH:11]2)[cH:3][cH:4][cH:5][cH:6]1. Starting materials: C(#N)C=1C=CC2=C(CC(C(O2)(C)C)=O)C1 (6-cyano-3,4-dihydro-2,2-dimethyl-2H-1-benzopyran-3-one), CC(C)([O-])C.[K+] (potassium t-butoxide), CN(C=O)C (N,N-dimethylformamide), C1(=CC=CC=C1)N=C=O (phenyl isocyanate), CN(C=O)C (N,N-dimethylformamide), ice water. Solvent: C(C)(=O)O (acetic acid). Yields the product C1(=CC=CC=C1)NC(=O)C1=C(C(OC2=C1C=C(C=C2)C#N)(C)C)O (N-phenyl-6-cyano-3-hydroxy-2,2-dimethyl-2H-1-benzopyran-4-carboxamide). Isolated yield 21.4%. Reaction SMILES: [C:1]([C:3]1[CH:4]=[CH:5][C:6]2[O:11][C:10]([CH3:13])([CH3:12])[C:9](=[O:14])[CH2:8][C:7]=2[CH:15]=1)#[N:2].CC(C)([O-])C.[K+].CN(C)C=O.[C:27]1([N:33]=[C:34]=[O:35])[CH:32]=[CH:31][CH:30]=[CH:29][CH:28]=1>C(O)(=O)C>[C:27]1([NH:33][C:34]([C:8]2[C:7]3[CH:15]=[C:3]([C:1]#[N:2])[CH:4]=[CH:5][C:6]=3[O:11][C:10]([CH3:13])([CH3:12])[C:9]=2[OH:14])=[O:35])[CH:32]=[CH:31][CH:30]=[CH:29][CH:28]=1 |f:1.2|. Procedure details: To a mixture of 0.5 g of 6-cyano-3,4-dihydro-2,2-dimethyl-2H-1-benzopyran-3-one, 0.39 g of potassium t-butoxide, and 5 ml of dried N,N-dimethylformamide was added dropwise a mixture of 0.42 g of phenyl isocyanate and 1.5 ml of dried N,N-dimethylformamide while stirring under cooling with ice. After stirring for 4 hours under ice-cooling, ice-water was added thereto, and the mixture was made acidic with acetic acid and extracted with diethyl ether. The ether layer was washed with water and dried ... The reactants are CC(C)(C)OC(=O)NCC(C)(C)c1cccc(CCC2(C3CCCC3)CC(=O)CC(=O)O2)c1, Cc1ccccc1, ClCCl, O=C(O)C(F)(F)F. Product: O=C(O)C(F)(F)F, CC(C)(CN)c1cccc(CCC2(C3CCCC3)CC(=O)CC(=O)O2)c1. Reaction SMILES: [C:1]([O:2][C:3](=[O:4])[NH:7][CH2:8][C:9]([CH3:10])([CH3:11])[c:12]1[cH:13][c:14]([CH2:18][CH2:19][C:20]2([CH:28]3[CH2:29][CH2:30][CH2:31][CH2:32]3)[O:21][C:22](=[O:27])[CH2:23][C:24](=[O:26])[CH2:25]2)[cH:15][cH:16][cH:17]1)([CH3:5])([CH3:6])[CH3:33].[CH3:44][c:45]1[cH:46][cH:47][cH:48][cH:49][cH:50]1.[Cl:41][CH2:42][Cl:43].[F:34][C:35]([C:36](=[O:37])[OH:38])([F:39])[F:40]>>[F:34][C:35]([C:36](=[O:37])[OH:38])([F:39])[F:40].[NH2:7][CH2:8][C:9]([CH3:10])([CH3:11])[c:12]1[cH:13][c:14]([CH2:18][CH2:19][C:20]2([CH:28]3[CH2:29][CH2:30][CH2:31][CH2:32]3)[O:21][C:22](=[O:27])[CH2:23][C:24](=[O:26])[CH2:25]2)[cH:15][cH:16][cH:17]1. The reactants are C(C)(C)(C)OC(=O)N1CC(CC1)N1CCC(CC1)C1=CC=CC=C1 (3-(4-phenyl-piperidin-1-yl)-pyrrolidine-1-carboxylic acid tert-butyl ester), Cl.O1CCOCC1 (HCl dioxane). The product is Cl.Cl.C1(=CC=CC=C1)C1CCN(CC1)C1CNCC1 (4-phenyl-1-pyrrolidin-3-yl-piperidine dihydrochloride). Yield: 61.0%. RXN SMILES: C(OC([N:8]1[CH2:12][CH2:11][CH:10]([N:13]2[CH2:18][CH2:17][CH:16]([C:19]3[CH:24]=[CH:23][CH:22]=[CH:21][CH:20]=3)[CH2:15][CH2:14]2)[CH2:9]1)=O)(C)(C)C.[ClH:25].O1CCOCC1>>[ClH:25].[ClH:25].[C:19]1([CH:16]2[CH2:15][CH2:14][N:13]([CH:10]3[CH2:11][CH2:12][NH:8][CH2:9]3)[CH2:18][CH2:17]2)[CH:24]=[CH:23][CH:22]=[CH:21][CH:20]=1 |f:1.2,3.4.5|. Procedure: A solution of 3-(4-phenyl-piperidin-1-yl)-pyrrolidine-1-carboxylic acid tert-butyl ester (preparation #5) (4.3 g, 13.1 mmol) in 4N HCl/dioxane (7 mL) was stirred at ambient temperature for about 16 h. The precipitate was collected by filtration, rinsed with Et2O (20 mL) and dried in vacuo to afford 4-phenyl-1-pyrrolidin-3-yl-piperidine dihydrochloride (2.4 g, 61%) as a hygroscopic beige solid that was used in subsequent reaction without further purification. RP-HPLC (Table 1, Method d) Rt 1.67 m... The reactants are COC(=O)C(Cc1ccc(OC)c(CO)c1)C(=O)OC, O=C=Nc1ccccc1. The product is COC(=O)C(Cc1ccc(OC)c(COC(=O)Nc2ccccc2)c1)C(=O)OC. As a reaction SMILES: [OH:1][CH2:2][c:3]1[cH:4][c:5]([CH2:6][CH:7]([C:8](=[O:9])[O:10][CH3:11])[C:12](=[O:13])[O:14][CH3:15])[cH:16][cH:17][c:18]1[O:19][CH3:20].[c:21]1([N:27]=[C:28]=[O:29])[cH:22][cH:23][cH:24][cH:25][cH:26]1>>[O:1]([CH2:2][c:3]1[cH:4][c:5]([CH2:6][CH:7]([C:8](=[O:9])[O:10][CH3:11])[C:12](=[O:13])[O:14][CH3:15])[cH:16][cH:17][c:18]1[O:19][CH3:20])[C:28]([NH:27][c:21]1[cH:22][cH:23][cH:24][cH:25][cH:26]1)=[O:29]. The reactants are CCO, [H][H], [N-]=[N+]=NCC1=CCN(C(=O)OCc2ccccc2)C1, [N-]=[N+]=NCC1CN(C(=O)OCc2ccccc2)CC1F, O=[Pt]=O. Yields the product NCC1CN(C(=O)OCc2ccccc2)CC1F. Reaction SMILES: [CH3:42][CH2:43][OH:44].[H:1][H:2].[N:23]([CH2:24][C:25]1=[CH:39][CH2:38][N:27]([C:28]([O:29][CH2:30][c:31]2[cH:32][cH:33][cH:34][cH:35][cH:36]2)=[O:37])[CH2:26]1)=[N+:40]=[N-:41].[N:3](=[N+:4]=[N-:5])[CH2:6][CH:7]1[CH2:8][N:9]([C:13](=[O:14])[O:15][CH2:16][c:17]2[cH:18][cH:19][cH:20][cH:21][cH:22]2)[CH2:10][CH:11]1[F:12].[Pt:45](=[O:46])=[O:47]>>[NH2:3][CH2:6][CH:7]1[CH2:8][N:9]([C:13](=[O:14])[O:15][CH2:16][c:17]2[cH:18][cH:19][cH:20][cH:21][cH:22]2)[CH2:10][CH:11]1[F:12]. The product is COC(=O)CCc1c[nH]cn1. Starting materials: CO, O=S(=O)(O)O, O=C(O)CCc1c[nH]cn1. RXN SMILES: [CH3:16][OH:17].[S:11](=[O:12])(=[O:13])([OH:14])[OH:15].[nH:1]1[cH:2][n:3][c:4]([CH2:6][CH2:7][C:8](=[O:9])[OH:10])[cH:5]1>>[nH:1]1[cH:2][n:3][c:4]([CH2:6][CH2:7][C:8]([O:9][CH3:16])=[O:10])[cH:5]1.